From a dataset of the Open Reaction Database (ORD), a public repository of structured organic reaction records. describe an organic reaction: reactants, conditions, products, and yield Starting materials: [K+].C(=O)(OC(C)(C)C)N1C(O[C@H]([C@@H]1C1=CC=CC=C1)C(=O)[O-])C1=C(C=C(C=C1)OC)OC ((4S,5R)-N-Boc-2-(2,4-dimethoxyphenyl)-4-phenyl-5-oxazolidinecarboxylic acid potassium salt). Solvent: C(C)(=O)OCC (ethyl acetate). Run at time 2.5 hour. Yields the product C(=O)(OC(C)(C)C)N1C(O[C@H]([C@@H]1C1=CC=CC=C1)C(=O)O)C1=C(C=C(C=C1)OC)OC ((4S,5R)-N-Boc-2-(2,4-dimethoxyphenyl)-4-phenyl-5-oxazolidinecarboxylic acid), iso-baccatin III-13-(4S,5R)-N-Boc-2-(2,4-dimethoxyphenyl)-4-phenyl-5-oxazolidinecarboxylic acid ester. As a reaction SMILES: [K+].[C:2]([N:9]1[C@@H:13]([C:14]2[CH:19]=[CH:18][CH:17]=[CH:16][CH:15]=2)[C@H:12]([C:20]([O-:22])=[O:21])[O:11][CH:10]1[C:23]1[CH:28]=[CH:27][C:26]([O:29][CH3:30])=[CH:25][C:24]=1[O:31][CH3:32])([O:4][C:5]([CH3:8])([CH3:7])[CH3:6])=[O:3]>C(OCC)(=O)C>[C:2]([N:9]1[C@@H:13]([C:14]2[CH:15]=[CH:16][CH:17]=[CH:18][CH:19]=2)[C@H:12]([C:20]([OH:22])=[O:21])[O:11][CH:10]1[C:23]1[CH:28]=[CH:27][C:26]([O:29][CH3:30])=[CH:25][C:24]=1[O:31][CH3:32])([O:4][C:5]([CH3:8])([CH3:7])[CH3:6])=[O:3] |f:0.1|. Procedure: (4S,5R)-N-Boc-2-(2,4-dimethoxyphenyl)-4-phenyl-5-oxazolidinecarboxylic acid (4a,b) is prepared from the side chain salt as follows. The (4S,5R)-N-Boc-2-(2,4-dimethoxyphenyl)-4-phenyl-5-oxazolidinecarboxylic acid potassium salt (1.5 mM) is suspended in ethyl acetate, and the solution washed twice with 5% aqueous sodium bisulfate, once with brine, dried and evaporated. The carboxylic acid is treated with methylene chloride (2 mL), 4-dimethylaminopyridine (48 mg), a solution of the 7-TES-Δ12,13 -is... Reactants: C1CCOC1, CCOC(=O)c1cnc(Cl)cc1Cl, CO, CCOC(C)=O, CCOCC, Cl, [Na+], [OH-], O. The product is O=C(O)c1cnc(Cl)cc1Cl. As a reaction SMILES: [CH2:16]1[O:17][CH2:18][CH2:19][CH2:20]1.[CH2:3]([CH3:4])[O:5][C:6]([c:7]1[cH:8][n:9][c:10]([Cl:14])[cH:11][c:12]1[Cl:13])=[O:15].[CH3:21][OH:22].[CH3:25][CH2:26][O:27][C:28]([CH3:29])=[O:30].[CH3:31][CH2:32][O:33][CH2:34][CH3:35].[ClH:24].[Na+:2].[OH-:1].[OH2:23]>>[O:5]=[C:6]([c:7]1[cH:8][n:9][c:10]([Cl:14])[cH:11][c:12]1[Cl:13])[OH:15]. The reactants are C(C)[C@@H](C(=O)[O-])S(=O)(=NC(=O)C=1C=NC=C(C1)C#CC1=CC(=CC=C1)NC(=O)C=1OC=CC1C)C1=CC=CC=C1 ((S)-Ethyl(N-{[5-({3-[(3-methyl-2-furoyl)amino]phenyl}ethynyl)pyridin-3-yl]carbonyl}-S-phenylsulfonimidoyl)acetate), OC1CNCCC1 (3-hydroxypiperidine). Yields the product OC1CN(CCC1)C(CS(=NC(C1=CN=CC(=C1)C#CC1=CC(=CC=C1)NC(=O)C=1OC=CC1C)=O)(C1=CC=CC=C1)=O)=O (N-{[2-(3-hydroxypiperidin-1-yl)-2-oxoethyl](oxido)phenyl--sulfanylidene}-5-({3-[(3-methyl-2-furoyl)amino]phenyl}ethynyl)nicotinamide). Reaction SMILES: C([C@H:3]([S:7]([C:35]1[CH:40]=[CH:39][CH:38]=[CH:37][CH:36]=1)(=[N:9][C:10]([C:12]1[CH:13]=[N:14][CH:15]=[C:16]([C:18]#[C:19][C:20]2[CH:25]=[CH:24][CH:23]=[C:22]([NH:26][C:27]([C:29]3[O:30][CH:31]=[CH:32][C:33]=3[CH3:34])=[O:28])[CH:21]=2)[CH:17]=1)=[O:11])=[O:8])[C:4]([O-:6])=O)C.[OH:41][CH:42]1[CH2:47][CH2:46][CH2:45][NH:44][CH2:43]1>>[OH:41][CH:42]1[CH2:47][CH2:46][CH2:45][N:44]([C:4](=[O:6])[CH2:3][S:7](=[O:8])([C:35]2[CH:40]=[CH:39][CH:38]=[CH:37][CH:36]=2)=[N:9][C:10](=[O:11])[C:12]2[CH:17]=[C:16]([C:18]#[C:19][C:20]3[CH:25]=[CH:24][CH:23]=[C:22]([NH:26][C:27]([C:29]4[O:30][CH:31]=[CH:32][C:33]=4[CH3:34])=[O:28])[CH:21]=3)[CH:15]=[N:14][CH:13]=2)[CH2:43]1. Procedure: In a manner similar to that described in Example 534, (S)-Ethyl(N-{[5-({3-[(3-methyl-2-furoyl)amino]phenyl}ethynyl)pyridin-3-yl]carbonyl}-S-phenylsulfonimidoyl)acetate and 3-hydroxypiperidine were reacted to give the title compound.